This data is from the Open Reaction Database (ORD), a public repository of structured organic reaction records. The task is: describe an organic reaction: reactants, conditions, products, and yield The reactants are CI, CC(Oc1ccc(OC(F)=Cc2ccccc2)cc1)C(=O)Nc1ccccc1F, [H-], [Na+], C1CCOC1. Product: CC(Oc1ccc(OC(F)=Cc2ccccc2)cc1)C(=O)N(C)c1ccccc1F. Reaction SMILES: [CH3:32][I:33].[F:1][c:2]1[c:3]([NH:8][C:9]([CH:10]([CH3:11])[O:12][c:13]2[cH:14][cH:15][c:16]([O:19][C:20](=[CH:21][c:22]3[cH:23][cH:24][cH:25][cH:26][cH:27]3)[F:28])[cH:17][cH:18]2)=[O:29])[cH:4][cH:5][cH:6][cH:7]1.[H-:31].[Na+:30].[O:34]1[CH2:35][CH2:36][CH2:37][CH2:38]1>>[F:1][c:2]1[c:3]([N:8]([C:9]([CH:10]([CH3:11])[O:12][c:13]2[cH:14][cH:15][c:16]([O:19][C:20](=[CH:21][c:22]3[cH:23][cH:24][cH:25][cH:26][cH:27]3)[F:28])[cH:17][cH:18]2)=[O:29])[CH3:32])[cH:4][cH:5][cH:6][cH:7]1. The reactants are Cc1ccc(N)c(C(=O)Nc2ccc(Cl)cn2)n1, Cc1ccc(C(O)=S)c(OCCCN)c1. The product is Cc1ccc(C(=S)Nc2ccc(C)nc2C(=O)Nc2ccc(Cl)cn2)c(OCCCN)c1. Reaction SMILES: [NH2:16][c:17]1[c:18]([C:24](=[O:25])[NH:26][c:27]2[n:28][cH:29][c:30]([Cl:33])[cH:31][cH:32]2)[n:19][c:20]([CH3:23])[cH:21][cH:22]1.[NH2:1][CH2:2][CH2:3][CH2:4][O:5][c:6]1[c:7]([C:8](=[S:9])[OH:10])[cH:11][cH:12][c:13]([CH3:15])[cH:14]1>>[NH2:1][CH2:2][CH2:3][CH2:4][O:5][c:6]1[c:7]([C:8](=[S:9])[NH:16][c:17]2[c:18]([C:24](=[O:25])[NH:26][c:27]3[n:28][cH:29][c:30]([Cl:33])[cH:31][cH:32]3)[n:19][c:20]([CH3:23])[cH:21][cH:22]2)[cH:11][cH:12][c:13]([CH3:15])[cH:14]1.